From a dataset of the Open Reaction Database (ORD), a public repository of structured organic reaction records. describe an organic reaction: reactants, conditions, products, and yield The reactants are COCC1(N)CCCC1, CC#N, C#CC1CCC(C#N)N1C(=O)CCl. The product is C#CC1CCC(C#N)N1C(=O)CNC1(COC)CCCC1. RXN SMILES: [CH3:14][O:15][CH2:16][C:17]1([NH2:22])[CH2:18][CH2:19][CH2:20][CH2:21]1.[CH3:23][C:24]#[N:25].[Cl:1][CH2:2][C:3](=[O:4])[N:5]1[CH:6]([C:12]#[N:13])[CH2:7][CH2:8][CH:9]1[C:10]#[CH:11]>>[CH2:2]([C:3](=[O:4])[N:5]1[CH:6]([C:12]#[N:13])[CH2:7][CH2:8][CH:9]1[C:10]#[CH:11])[NH:22][C:17]1([CH2:16][O:15][CH3:14])[CH2:18][CH2:19][CH2:20][CH2:21]1. The reactants are N1C=NC=C1 (imidazole), ClC=1N=C(C2=C(N1)SC(=C2)[N+](=O)[O-])NCCC2=CC1=C(C=C2)OCO1 (2-chloro-6-nitro-4-(3,4-methylenedioxyphenethylamino)-thieno-[2,3-d]-pyrimidine). Yields the product N1(C=NC=C1)C=1N=C(C2=C(N1)SC(=C2)[N+](=O)[O-])NCCC2=CC1=C(C=C2)OCO1 (2-(imidazol-1-yl)-6-nitro-4-(3,4-methylenedioxyphenethylamino)-thieno-[2,3-d]-pyrimidine). As a reaction SMILES: [NH:1]1[CH:5]=[CH:4][N:3]=[CH:2]1.Cl[C:7]1[N:8]=[C:9]([NH:19][CH2:20][CH2:21][C:22]2[CH:27]=[CH:26][C:25]3[O:28][CH2:29][O:30][C:24]=3[CH:23]=2)[C:10]2[CH:15]=[C:14]([N+:16]([O-:18])=[O:17])[S:13][C:11]=2[N:12]=1>>[N:1]1([C:7]2[N:8]=[C:9]([NH:19][CH2:20][CH2:21][C:22]3[CH:27]=[CH:26][C:25]4[O:28][CH2:29][O:30][C:24]=4[CH:23]=3)[C:10]3[CH:15]=[C:14]([N+:16]([O-:18])=[O:17])[S:13][C:11]=3[N:12]=2)[CH:5]=[CH:4][N:3]=[CH:2]1. Procedure details: Following the procedure of Example 97, the reaction of imidazole with 2-chloro-6-nitro-4-(3,4-methylenedioxyphenethylamino)-thieno-[2,3-d]-pyrimidine gives 2-(imidazol-1-yl)-6-nitro-4-(3,4-methylenedioxyphenethylamino)-thieno-[2,3-d]-pyrimidine. The reactants are O=C(O)C(O)(c1ccccc1)C1CCC(F)(F)C1, OCC1CCNC(=S)N1. The product is O=C(OCC1CCNC(=S)N1)C(O)(c1ccccc1)C1CCC(F)(F)C1. Reaction SMILES: [F:1][C:2]1([F:18])[CH2:3][CH:4]([C:7]([C:8](=[O:9])[OH:10])([c:11]2[cH:12][cH:13][cH:14][cH:15][cH:16]2)[OH:17])[CH2:5][CH2:6]1.[OH:19][CH2:20][CH:21]1[NH:22][C:23](=[S:27])[NH:24][CH2:25][CH2:26]1>>[F:1][C:2]1([F:18])[CH2:3][CH:4]([C:7]([C:8]([O:9][CH2:20][CH:21]2[NH:22][C:23](=[S:27])[NH:24][CH2:25][CH2:26]2)=[O:10])([c:11]2[cH:12][cH:13][cH:14][cH:15][cH:16]2)[OH:17])[CH2:5][CH2:6]1. Yields the product Cc1cnc(N2CCN(C(=O)c3cnc(N4C(=O)OCC4C)c(C)c3)CC2)c(C)c1. RXN SMILES: [CH3:1][c:2]1[c:3]([N:9]2[CH2:10][CH2:11][N:12]([C:15](=[O:16])[c:17]3[cH:18][n:19][c:20]([F:24])[c:21]([CH3:23])[cH:22]3)[CH2:13][CH2:14]2)[n:4][cH:5][c:6]([CH3:8])[cH:7]1.[CH3:25][CH:26]1[NH:27][C:28](=[O:31])[O:29][CH2:30]1>>[CH3:1][c:2]1[c:3]([N:9]2[CH2:10][CH2:11][N:12]([C:15](=[O:16])[c:17]3[cH:18][n:19][c:20]([N:27]4[CH:26]([CH3:25])[CH2:30][O:29][C:28]4=[O:31])[c:21]([CH3:23])[cH:22]3)[CH2:13][CH2:14]2)[n:4][cH:5][c:6]([CH3:8])[cH:7]1. The reactants are Cc1cnc(N2CCN(C(=O)c3cnc(F)c(C)c3)CC2)c(C)c1, CC1COC(=O)N1.